describe an organic reaction: reactants, conditions, products, and yield From a dataset of the Open Reaction Database (ORD), a public repository of structured organic reaction records. The reactants are CC(C)(C)OC(=O)n1cc(C=C2CN(C(C(=O)C3CC3)c3ccccc3F)CCC2O)c2ccccc21, CC(O)=S, CN(C)C(OCC(C)(C)C)OCC(C)(C)C, Cc1ccccc1, [Na+], O=C([O-])O. Product: CC(=O)SC1CCN(C(C(=O)C2CC2)c2ccccc2F)CC1=Cc1cn(C(=O)OC(C)(C)C)c2ccccc12. RXN SMILES: [C:1]([CH3:2])([CH3:3])([CH3:4])[O:5][C:6](=[O:7])[n:8]1[cH:9][c:10]([CH:17]=[C:18]2[CH2:19][N:20]([CH:25]([C:26](=[O:27])[CH:28]3[CH2:29][CH2:30]3)[c:31]3[c:32]([F:37])[cH:33][cH:34][cH:35][cH:36]3)[CH2:21][CH2:22][CH:23]2[OH:24])[c:11]2[cH:12][cH:13][cH:14][cH:15][c:16]12.[C:38]([CH3:39])(=[S:40])[OH:41].[CH2:42]([O:43][CH:44]([O:45][CH2:46][C:47]([CH3:48])([CH3:49])[CH3:50])[N:51]([CH3:52])[CH3:53])[C:54]([CH3:55])([CH3:56])[CH3:57].[CH3:63][c:64]1[cH:65][cH:66][cH:67][cH:68][cH:69]1.[Na+:58].[OH:59][C:60](=[O:61])[O-:62]>>[C:1]([CH3:2])([CH3:3])([CH3:4])[O:5][C:6](=[O:7])[n:8]1[cH:9][c:10]([CH:17]=[C:18]2[CH2:19][N:20]([CH:25]([C:26](=[O:27])[CH:28]3[CH2:29][CH2:30]3)[c:31]3[c:32]([F:37])[cH:33][cH:34][cH:35][cH:36]3)[CH2:21][CH2:22][CH:23]2[S:40][C:38]([CH3:39])=[O:41])[c:11]2[cH:12][cH:13][cH:14][cH:15][c:16]12.